This data is from the Open Reaction Database (ORD), a public repository of structured organic reaction records. The task is: describe an organic reaction: reactants, conditions, products, and yield As a reaction SMILES: [N+:1]([C:4]1[CH:5]=[CH:6][C:7]([O:25][CH2:26][C:27]2[CH:31]=[CH:30][O:29][CH:28]=2)=[C:8]([C:10]2[O:11][C:12]3[CH:18]=[CH:17][C:16]([C:19]4[CH:24]=[CH:23][CH:22]=[CH:21][CH:20]=4)=[CH:15][C:13]=3[N:14]=2)[CH:9]=1)([O-])=O>[Zn]>[NH2:1][C:4]1[CH:5]=[CH:6][C:7]([O:25][CH2:26][C:27]2[CH:31]=[CH:30][O:29][CH:28]=2)=[C:8]([C:10]2[O:11][C:12]3[CH:18]=[CH:17][C:16]([C:19]4[CH:20]=[CH:21][CH:22]=[CH:23][CH:24]=4)=[CH:15][C:13]=3[N:14]=2)[CH:9]=1. The reagents and catalysts are [Zn] (zinc). Procedure: Prepared by the method of Example 47b), from 2-(5-nitro-2-(3-furanylmethoxy)phenyl)-5-phenylbenzoxazole (392 mg, 0.95 mmol) and zinc (622 mg, 9.5 mmol) the subtitle compound was obtained (382 mg, 93%). The product was used directly in the next step without purification. Yields the product NC=1C=CC(=C(C1)C=1OC2=C(N1)C=C(C=C2)C2=CC=CC=C2)OCC2=COC=C2 (2-(5-Amino-2-(3-furanylmethoxy)phenyl)-5-phenylbenzoxazole). Reactants: [N+](=O)([O-])C=1C=CC(=C(C1)C=1OC2=C(N1)C=C(C=C2)C2=CC=CC=C2)OCC2=COC=C2 (2-(5-nitro-2-(3-furanylmethoxy)phenyl)-5-phenylbenzoxazole). Reactants: [Na] (sodium), [O-]CC.[Na+] (sodium ethoxide), C(C)OC(CC(=O)N[C@H](C(=O)OC)CC(C)C)=O ((S)-2-[(3-ethoxy-1,3-dioxopropyl)amino]-4-methylpentanoic acid, methyl ester). Run in C(C)O (ethanol), C(C)O (ethanol). Yields the product OC1=C(C(N[C@H]1CC(C)C)=O)C(=O)OCC ((S)-2,5-dihydro-4-hydroxy-5-(2-methylpropyl)-2-oxo-1H-pyrrole-3-carboxylic acid, ethyl ester). Reaction SMILES: [O-]CC.[Na+].[CH2:5]([O:7][C:8](=[O:22])[CH2:9][C:10]([NH:12][C@@H:13]([CH2:18][CH:19]([CH3:21])[CH3:20])[C:14]([O:16]C)=O)=[O:11])[CH3:6].[Na]>C(O)C>[OH:16][C:14]1[C@H:13]([CH2:18][CH:19]([CH3:21])[CH3:20])[NH:12][C:10](=[O:11])[C:9]=1[C:8]([O:7][CH2:5][CH3:6])=[O:22] |f:0.1,^1:22|. Procedure details: A solution of 123.1 g (0.38 mol, 2.5% less than theory) of "21 weight percent sodium ethoxide in ethanol" (Aldrich Chemical Co.) is added all at once to a solution of 101 g (0.39 mol) of (S)-2-[(3-ethoxy-1,3-dioxopropyl)amino]-4-methylpentanoic acid, methyl ester in 200 ml of absolute ethanol. There is no heat of reaction. After about two minutes a solid separates (sodium salt of product) and the mixture becomes thick. The mixture is heated at reflux for 30 minutes (complete solution) and then c... Reaction SMILES: [C:1](=[O:2])([O:3][CH3:4])[CH:5]1[CH2:6][CH2:7][CH:8]([C:11](=[O:12])[OH:13])[CH2:9][CH2:10]1.[CH3:19][O:20][c:21]1[c:22]([Zn+:27])[cH:23][cH:24][cH:25][cH:26]1.[I-:18].[O:28]1[CH2:29][CH2:30][CH2:31][CH2:32]1.[S:14]([Cl:15])([Cl:16])=[O:17]>>[C:1](=[O:2])([O:3][CH3:4])[CH:5]1[CH2:6][CH2:7][CH:8]([C:11](=[O:13])[c:22]2[c:21]([O:20][CH3:19])[cH:26][cH:25][cH:24][cH:23]2)[CH2:9][CH2:10]1. Reactants: COC(=O)C1CCC(C(=O)O)CC1, COc1ccccc1[Zn+], [I-], C1CCOC1, O=S(Cl)Cl. The product is COC(=O)C1CCC(C(=O)c2ccccc2OC)CC1. Reactants: CC1=C(C(C2=CC=C(C=C2)OCCN(CC)CC)(O)C#C)C=C(C=C1)C (2,5-dimethyl-4'-[2-(diethylamino)-ethoxy]-α-ethinyl-benzhydrol), [H][H] (hydrogen). The reagents and catalysts are [Pd] (palladium-on-charcoal). Run in CO (methanol). The product is CC1=C(C(C2=CC=C(C=C2)OCCN(CC)CC)(O)CC)C=C(C=C1)C (2,5-Dimethyl-4'-[2-(diethylamino)-ethoxy]-α-ethyl benzhydrol). Reaction SMILES: [CH3:1][C:2]1[CH:25]=[CH:24][C:23]([CH3:26])=[CH:22][C:3]=1[C:4]([C:20]#[CH:21])([OH:19])[C:5]1[CH:10]=[CH:9][C:8]([O:11][CH2:12][CH2:13][N:14]([CH2:17][CH3:18])[CH2:15][CH3:16])=[CH:7][CH:6]=1.[H][H]>[Pd].CO>[CH3:1][C:2]1[CH:25]=[CH:24][C:23]([CH3:26])=[CH:22][C:3]=1[C:4]([CH2:20][CH3:21])([OH:19])[C:5]1[CH:6]=[CH:7][C:8]([O:11][CH2:12][CH2:13][N:14]([CH2:15][CH3:16])[CH2:17][CH3:18])=[CH:9][CH:10]=1. Procedure: 10.5 g. of 2,5-dimethyl-4'-[2-(diethylamino)-ethoxy]-α-ethinyl-benzhydrol are dissolved in 110 ml. of methanol, and 0.5 g. of a 10% palladium-on-charcoal catalyst are added to the mixture. The reaction mixture is hydrogenated until the uptake of the calculated amount of hydrogen is complete. Thereafter the catalyst is filtered off, and the solvent is evaporated in vacuo. Recrystallization of the solid residue obtained from a mixture of n-hexane and ethyl acetate yields 9.1 g. of the title compou... As a reaction SMILES: C(OC([NH:8][CH2:9][C@@:10]1([CH2:19][C:20]([O:22]C(C)(C)C)=[O:21])[CH2:16][C@H:15]2[C@@H:11]1[C:12]([CH3:18])=[C:13]([CH3:17])[CH2:14]2)=O)(C)(C)C.O.[C:28]1([CH3:38])[CH:33]=[CH:32][C:31]([S:34]([OH:37])(=[O:36])=[O:35])=[CH:30][CH:29]=1>C1(C)C=CC=CC=1.C1(SC)C=CC=CC=1>[C:28]1([CH3:38])[CH:29]=[CH:30][C:31]([S:34]([OH:37])(=[O:35])=[O:36])=[CH:32][CH:33]=1.[NH2:8][CH2:9][C@@:10]1([CH2:19][C:20]([OH:22])=[O:21])[CH2:16][C@H:15]2[C@@H:11]1[C:12]([CH3:18])=[C:13]([CH3:17])[CH2:14]2 |f:1.2,5.6|. Solvent: C1(=CC=CC=C1)SC (thioanisole), C1(=CC=CC=C1)C (toluene). Yield: 54.8%. Yields the product C1(=CC=C(C=C1)S(=O)(=O)O)C.NC[C@@]1([C@H]2C(=C(C[C@H]2C1)C)C)CC(=O)O ((±)-[(1S,5R,6R)-6-aminomethyl-3,4-dimethylbicyclo[3.2.0]hept-3-en-6-yl]acetic acid p-toluenesulfonate). Procedure: Tert-butyl(±)-[(1S,5R,6R)-6-(tert-butoxycarbonylamino)methyl-3,4-dimethylbicyclo[3.2.0]hept-3-en-6-yl]acetate (4.0 g, 11 mmol) and p-toluenesulfonic acid monohydrate (2.5 g, 13 mmol) were suspended in toluene (30 mL) and thioanisole (3.8 mL), and the suspension was stirred at 80° C. for 2 hours. The reaction solution was concentrated, and the resulting oil substance was treated with ethyl acetate and hexane to obtain the title compound (2.3 g, 55%) as a white powder. The reactants are C(C)(C)(C)OC(=O)NC[C@@]1([C@H]2C(=C(C[C@H]2C1)C)C)CC(=O)OC(C)(C)C (Tert-butyl(±)-[(1S,5R,6R)-6-(tert-butoxycarbonylamino)methyl-3,4-dimethylbicyclo[3.2.0]hept-3-en-6-yl]acetate), O.C1(=CC=C(C=C1)S(=O)(=O)O)C (p-toluenesulfonic acid monohydrate). The reactants are C(C1=CC=CC=C1)O[C@H]1C(O)(O[C@@H]([C@H]([C@@H]1OCC1=CC=CC=C1)OCC1=CC=CC=C1)COCC1=CC=CC=C1)C1=C(C=C(C(=C1)C=O)C)OCC1=CC=CC=C1 (2,3,4,6-tetra-O-benzyl-1-C-[2-(benzyloxy)-5-formyl-4-methylphenyl]-D-glucopyranose), BrC1=CC=C(C=C1)CCNC(C1=CC=CC=C1)(C1=CC=CC=C1)C1=CC=CC=C1 (2-(4-bromophenyl)-N-tritylethaneamine), C(CCC)[Li] (n-butyllithium). Solvent: O1CCCC1 (tetrahydrofuran), O (water), CCCCCC (hexane), O1CCCC1 (tetrahydrofuran). Reaction conditions: time 30 minute. Product: C(C1=CC=CC=C1)O[C@H]1C(O)(O[C@@H]([C@H]([C@@H]1OCC1=CC=CC=C1)OCC1=CC=CC=C1)COCC1=CC=CC=C1)C1=C(C=C(C(=C1)C(C1=CC=C(C=C1)CCNC(C1=CC=CC=C1)(C1=CC=CC=C1)C1=CC=CC=C1)O)C)OCC1=CC=CC=C1 (2,3,4,6-tetra-O-benzyl-1-C-[2-(benzyloxy)-5-[hydroxy[4-[2-(tritylamino)ethyl]phenyl]methyl]-4-methylphenyl]-D-glucopyranose). Yield: 64.1%. Reaction SMILES: Br[C:2]1[CH:7]=[CH:6][C:5]([CH2:8][CH2:9][NH:10][C:11]([C:24]2[CH:29]=[CH:28][CH:27]=[CH:26][CH:25]=2)([C:18]2[CH:23]=[CH:22][CH:21]=[CH:20][CH:19]=2)[C:12]2[CH:17]=[CH:16][CH:15]=[CH:14][CH:13]=2)=[CH:4][CH:3]=1.C([Li])CCC.[CH2:35]([O:42][C@@H:43]1[C@@H:49]([O:50][CH2:51][C:52]2[CH:57]=[CH:56][CH:55]=[CH:54][CH:53]=2)[C@H:48]([O:58][CH2:59][C:60]2[CH:65]=[CH:64][CH:63]=[CH:62][CH:61]=2)[C@@H:47]([CH2:66][O:67][CH2:68][C:69]2[CH:74]=[CH:73][CH:72]=[CH:71][CH:70]=2)[O:46][C:44]1([C:75]1[CH:80]=[C:79]([CH:81]=[O:82])[C:78]([CH3:83])=[CH:77][C:76]=1[O:84][CH2:85][C:86]1[CH:91]=[CH:90][CH:89]=[CH:88][CH:87]=1)[OH:45])[C:36]1[CH:41]=[CH:40][CH:39]=[CH:38][CH:37]=1>O.O1CCCC1.CCCCCC>[CH2:35]([O:42][C@@H:43]1[C@@H:49]([O:50][CH2:51][C:52]2[CH:53]=[CH:54][CH:55]=[CH:56][CH:57]=2)[C@H:48]([O:58][CH2:59][C:60]2[CH:65]=[CH:64][CH:63]=[CH:62][CH:61]=2)[C@@H:47]([CH2:66][O:67][CH2:68][C:69]2[CH:70]=[CH:71][CH:72]=[CH:73][CH:74]=2)[O:46][C:44]1([C:75]1[CH:80]=[C:79]([CH:81]([OH:82])[C:2]2[CH:3]=[CH:4][C:5]([CH2:8][CH2:9][NH:10][C:11]([C:24]3[CH:29]=[CH:28][CH:27]=[CH:26][CH:25]=3)([C:12]3[CH:13]=[CH:14][CH:15]=[CH:16][CH:17]=3)[C:18]3[CH:23]=[CH:22][CH:21]=[CH:20][CH:19]=3)=[CH:6][CH:7]=2)[C:78]([CH3:83])=[CH:77][C:76]=1[O:84][CH2:85][C:86]1[CH:87]=[CH:88][CH:89]=[CH:90][CH:91]=1)[OH:45])[C:36]1[CH:41]=[CH:40][CH:39]=[CH:38][CH:37]=1. Procedure details: To a tetrahydrofuran solution (3 mL) of 2-(4-bromophenyl)-N-tritylethaneamine (0.814 g, 1.84 mmol) was added dropwise under nitrogen atmosphere at −78° C. a 2.66 M hexane solution of n-butyllithium (0.69 mL, 1.84 mmol), and the mixture was stirred for 30 minutes at the same temperature. Then a tetrahydrofuran solution (3 mL) of 2,3,4,6-tetra-O-benzyl-1-C-[2-(benzyloxy)-5-formyl-4-methylphenyl]-D-glucopyranose (0.670 g, 0.876 mmol) was added dropwise, and the mixture was stirred for 30 minutes at... Starting materials: solid, Cl.Cl.O1C=C(C=C2C1=CC=C2)C2N(CCCC2)CC[C@@H]2CC[C@H](CC2)N (trans-4-[2-(4-benzofuran-3-yl-piperidin-1-yl)-ethyl]-cyclohexylamine dihydrochloride), Cl.Cl.O1C=C(C=C2C1=CC=C2)C2N(CCCC2)CC[C@@H]2CC[C@H](CC2)N (trans-4-[2-(4-benzofuran-3-yl-piperidin-1-yl)-ethyl]-cyclohexylamine dihydrochloride), CC(C(=O)O)CC ((RS)-2-methyl-butyric acid). The product is O1C=C(C=C2C1=CC=C2)C2N(CCCC2)CC[C@@H]2CC[C@H](CC2)NC(C(CC)C)=O (trans-N-{4-[2-(4-Benzofuran-3-yl-piperidin-1-yl)-ethyl]-cyclohexyl}-(RS)-2-methyl-butyramide). RXN SMILES: Cl.Cl.[O:3]1[C:8]2=[CH:9][CH:10]=[CH:11][C:7]2=[CH:6][C:5]([CH:12]2[CH2:17][CH2:16][CH2:15][CH2:14][N:13]2[CH2:18][CH2:19][C@H:20]2[CH2:25][CH2:24][C@H:23]([NH2:26])[CH2:22][CH2:21]2)=[CH:4]1.[CH3:27][CH:28]([CH2:32][CH3:33])[C:29](O)=[O:30]>>[O:3]1[C:8]2=[CH:9][CH:10]=[CH:11][C:7]2=[CH:6][C:5]([CH:12]2[CH2:17][CH2:16][CH2:15][CH2:14][N:13]2[CH2:18][CH2:19][C@H:20]2[CH2:21][CH2:22][C@H:23]([NH:26][C:29](=[O:30])[CH:28]([CH3:27])[CH2:32][CH3:33])[CH2:24][CH2:25]2)=[CH:4]1 |f:0.1.2|. Procedure: The title compound, off-white solid (77 mg, 75%), MS (ISP) m/z=411.4 [(M+H)+], mp 172° C., was prepared in accordance with the general method of example 1 from trans-4-[2-(4-benzofuran-3-yl-piperidin-1-yl)-ethyl]-cyclohexylamine dihydrochloride (intermediate A) (100 mg, 0.25 mmol) and (RS)-2-methyl-butyric acid. Reported procedure: To the crude material from Example 21 was added 5 mg of CSA and 1 mL of TMOF. The mixture was heated to 100C overnight and the crude product was purified by reversed phase HPLC (acetonitrile—H2O with 0.1% TFA as the eluent) to yield 1-[2-(4-chloro-5-methyl-3-trifluoromethyl-pyrazol-1-yl)-acetyl]-4-(4-chloro-phenyl)-piperidine-4-carboxylic acid amide. MS (ES) M+H expected=463.0, found=463.1 Reactants: ClC=1C(=NN(C1C)CC(=O)N1CCC(CC1)(C(=N)NO)C1=CC=C(C=C1)Cl)C(F)(F)F (1-[2-(4-chloro-5-methyl-3-trifluoromethyl-pyrazol-1-yl)-acetyl]-4-(4-chloro-phenyl)-N-hydroxy-piperidine-4-carboxamidine), CC1(C2CCC1(C(=O)C2)CS(=O)(=O)O)C (CSA), C[C@@H](C(=O)N1CCC[C@H]1C(=O)N2CCC[C@H]2C(=O)N3CCC[C@H]3C(=O)N4CCC[C@H]4C(=O)N5CCC[C@H]5C(=O)N6CCC[C@H]6C(=O)O)NC(=O)[C@@H]7CCCN7C(=O)[C@H](CC(=O)O)NC(=O)[C@H](CC8=CC=C(C=C8)O)N (TMOF), 100C. RXN SMILES: [Cl:1][C:2]1[C:3]([C:28]([F:31])([F:30])[F:29])=[N:4][N:5]([CH2:8][C:9]([N:11]2[CH2:16][CH2:15][C:14]([C:21]3[CH:26]=[CH:25][C:24]([Cl:27])=[CH:23][CH:22]=3)([C:17](NO)=[NH:18])[CH2:13][CH2:12]2)=[O:10])[C:6]=1[CH3:7].CC1(C)C2(CS(O)(=O)=O)C(CC1CC2)=[O:39].C[C@H](NC([C@H]1N(C([C@@H](NC([C@@H](N)CC2C=CC(O)=CC=2)=O)CC(O)=O)=O)CCC1)=O)C(N1[C@H](C(N2[C@H](C(N3[C@H](C(N4[C@H](C(N5[C@H](C(N6[C@H](C(O)=O)CCC6)=O)CCC5)=O)CCC4)=O)CCC3)=O)CCC2)=O)CCC1)=O>>[Cl:1][C:2]1[C:3]([C:28]([F:31])([F:30])[F:29])=[N:4][N:5]([CH2:8][C:9]([N:11]2[CH2:16][CH2:15][C:14]([C:21]3[CH:26]=[CH:25][C:24]([Cl:27])=[CH:23][CH:22]=3)([C:17]([NH2:18])=[O:39])[CH2:13][CH2:12]2)=[O:10])[C:6]=1[CH3:7]. The product is ClC=1C(=NN(C1C)CC(=O)N1CCC(CC1)(C(=O)N)C1=CC=C(C=C1)Cl)C(F)(F)F (1-[2-(4-chloro-5-methyl-3-trifluoromethyl-pyrazol-1-yl)-acetyl]-4-(4-chloro-phenyl)-piperidine-4-carboxylic acid amide).